From a dataset of the Open Reaction Database (ORD), a public repository of structured organic reaction records. describe an organic reaction: reactants, conditions, products, and yield The reactants are [N+](=O)([O-])C1=C(N)C=CC(=C1)F (2-nitro-4-fluoro-aniline), Br (hydrobromic acid), ice water, N(=O)[O-].[Na+] (sodium nitrite), cuprous bromide, Br (hydrobromic acid). Run in O (water), O (water). Conditions: temperature 0 celsius, time 10 minute. Yields the product [N+](=O)([O-])C1=C(C=CC(=C1)F)Br (2-nitro-4-fluoro-bromobenzene). RXN SMILES: N([O-])=O.[Na+].[N+:5]([C:8]1[CH:14]=[C:13]([F:15])[CH:12]=[CH:11][C:9]=1N)([O-:7])=[O:6].[BrH:16]>O>[N+:5]([C:8]1[CH:14]=[C:13]([F:15])[CH:12]=[CH:11][C:9]=1[Br:16])([O-:7])=[O:6] |f:0.1|. Reported procedure: A solution of 10 g of sodium nitrite in 30 ml of water were added with stirring at 0° C. to a suspension of 21.6 g of the product of Step B, 69 ml of 48% hydrobromic acid and 138 ml of water and the mixture was stirred at 0° C. for 10 minutes and then added with stirring to a solution of 30 g of cuprous bromide in 105 ml of 48% hydrobromic acid at 60° C. The mixture was stirred at 55°-60° C. for one hour and was poured into ice water. The mixture was extracted with isopropyl ether and the combin... Starting materials: N1=C(C=C(C2=CC=CC=C12)O)O (2,4-quinolinediol), ClC=1C=C(N)C=CC1Cl (3,4-dichloroaniline). Run in CN1CCCC1=O (NMP). The product is ClC=1C=C(C=CC1Cl)NC1=CC(=NC2=CC=CC=C12)O (4-(3,4-dichlorophenyl)amino-2-hydroxyquinoline). Yield: 32.0%. Reaction SMILES: [N:1]1[C:10]2[C:5](=[CH:6][CH:7]=[CH:8][CH:9]=2)[C:4](O)=[CH:3][C:2]=1[OH:12].[Cl:13][C:14]1[CH:15]=[C:16]([CH:18]=[CH:19][C:20]=1[Cl:21])[NH2:17]>CN1C(=O)CCC1>[Cl:13][C:14]1[CH:15]=[C:16]([NH:17][C:4]2[C:5]3[C:10](=[CH:9][CH:8]=[CH:7][CH:6]=3)[N:1]=[C:2]([OH:12])[CH:3]=2)[CH:18]=[CH:19][C:20]=1[Cl:21]. Reported procedure: 2,4-quinolinediol (10.0 g, 62.1 mmol) and 3,4-dichloroaniline (13.1 g, 80.7 mmol) were heated to 190° C. in 25 mL NMP for 48 h. After heating was discontinued, solids began to precipitate. These were collected, treated with 8.5 mL of HCl in isopropanol and sonicated in a 4:1 mixture of acetone:isopropanol. After 2.5 h of sonication, the solids were collected. The sonication cycle was repeated to afford 6.79 g of material (19.9 mmol, 32%). 1H NMR (300 MHz, DMSO): 12.7 (s,1 H), 9.34 (s, 1 H), 8.41... RXN SMILES: [CH3:10][C:11]([O:12][c:13]1[cH:14][cH:15][c:16]([S:17][CH3:18])[cH:19][cH:20]1)([CH3:21])[C:22]([O:23][CH2:24][CH3:25])=[O:26].[CH3:1][S:2][c:3]1[cH:4][cH:5][c:6]([OH:7])[cH:8][cH:9]1.[CH3:38][C:39]([C:40](=[O:41])[O:42][CH2:43][CH3:44])([CH3:45])[O:46][c:47]1[cH:48][cH:49][c:50]([S:53](=[O:54])(=[O:55])[CH3:56])[cH:51][cH:52]1.[CH3:57][CH:58]([CH2:59][AlH:60][CH2:61][CH:62]([CH3:63])[CH3:64])[CH3:65].[Cl:27][c:28]1[cH:29][cH:30][cH:31][c:32]([C:33]([O:34][OH:35])=[O:36])[cH:37]1.[Cl:66][CH2:67][Cl:68]>>[CH3:38][C:39]([CH:40]=[O:41])([CH3:45])[O:46][c:47]1[cH:48][cH:49][c:50]([S:53](=[O:54])(=[O:55])[CH3:56])[cH:51][cH:52]1. The product is CC(C)(C=O)Oc1ccc(S(C)(=O)=O)cc1. The reactants are CCOC(=O)C(C)(C)Oc1ccc(SC)cc1, CSc1ccc(O)cc1, CCOC(=O)C(C)(C)Oc1ccc(S(C)(=O)=O)cc1, CC(C)C[AlH]CC(C)C, O=C(OO)c1cccc(Cl)c1, ClCCl.